This data is from the Open Reaction Database (ORD), a public repository of structured organic reaction records. The task is: describe an organic reaction: reactants, conditions, products, and yield Reactants: [Cl-], CC(=O)Nc1ccc(Sc2ccccc2)c([N+](=O)[O-])c1, [NH4+]. The product is CC(=O)Nc1ccc(Sc2ccccc2)c(N)c1. Reaction SMILES: [Cl-:21].[N+:1]([O-:2])(=[O:3])[c:4]1[cH:5][c:6]([NH:17][C:18]([CH3:19])=[O:20])[cH:7][cH:8][c:9]1[S:10][c:11]1[cH:12][cH:13][cH:14][cH:15][cH:16]1.[NH4+:22]>>[NH2:1][c:4]1[cH:5][c:6]([NH:17][C:18]([CH3:19])=[O:20])[cH:7][cH:8][c:9]1[S:10][c:11]1[cH:12][cH:13][cH:14][cH:15][cH:16]1. The reactants are ice, C(C)(=O)O (acetic acid), [N+](=O)(O)[O-] (nitric acid), S1C2=C(C(=C1)C=O)C=CC=C2 (benzo[b]thiophene-3-carboxaldehyde). Solvent: C(C)(=O)OC(C)=O (acetic anhydride). Conditions: time 1.5 hour. Yields the product [N+](=O)([O-])C=1C=CC2=C(SC=C2C=O)C1 (6-nitrobenzo[b]thiophene-3-carboxaldehyde). As a reaction SMILES: [S:1]1[CH:5]=[C:4]([CH:6]=[O:7])[C:3]2[CH:8]=[CH:9][CH:10]=[CH:11][C:2]1=2.C(O)(=O)C.[N+:16]([O-])([OH:18])=[O:17]>C(OC(=O)C)(=O)C>[N+:16]([C:10]1[CH:9]=[CH:8][C:3]2[C:4]([CH:6]=[O:7])=[CH:5][S:1][C:2]=2[CH:11]=1)([O-:18])=[O:17]. Procedure details: A solution of 9 g of benzo[b]thiophene-3-carboxaldehyde in 50 ml of acetic anhydride was cooled to 0° C. by means of an external ethanol/ice bath. A solution of 40 ml of acetic acid and 20 ml of fuming nitric acid was added at such a rate to maintain the temperature of the reaction at 0°-5° C. Following the addition of the reagents, the reaction mixture was stirred for 1.5 hours. The reaction mixture was poured into 500 ml of ice and extracted with ethyl acetate. The organic layer was washed wit... The reactants are CC=1NC(=C(C(C1C(=O)OC)C1=CC(=CC=C1)[N+](=O)[O-])C(=O)OCC1(C)OCCO1)C (methyl 2,2-ethylenedioxypropyl 2,6-dimethyl-4-(3-nitrophenyl)-1,4-dihydropyridine-3,5-dicarboxylate), Cl (hydrochloric acid). Run in C(C)O (ethanol). Product: CC=1NC(=C(C(C1C(=O)OC)C1=CC(=CC=C1)[N+](=O)[O-])C(=O)OCC(C)=O)C (methyl 2-oxopropyl 2,6-dimethyl-4-(3-nitrophenyl)-1,4-dihydropyridine-3,5-dicarboxylate). The yield is 65.2%. RXN SMILES: [CH3:1][C:2]1[NH:3][C:4]([CH3:31])=[C:5]([C:21]([O:23][CH2:24][C:25]2(OCC[O:27]2)[CH3:26])=[O:22])[CH:6]([C:12]2[CH:17]=[CH:16][CH:15]=[C:14]([N+:18]([O-:20])=[O:19])[CH:13]=2)[C:7]=1[C:8]([O:10][CH3:11])=[O:9].Cl>C(O)C>[CH3:1][C:2]1[NH:3][C:4]([CH3:31])=[C:5]([C:21]([O:23][CH2:24][C:25](=[O:27])[CH3:26])=[O:22])[CH:6]([C:12]2[CH:17]=[CH:16][CH:15]=[C:14]([N+:18]([O-:20])=[O:19])[CH:13]=2)[C:7]=1[C:8]([O:10][CH3:11])=[O:9]. Procedure details: 8.2 g of methyl 2,2-ethylenedioxypropyl 2,6-dimethyl-4-(3-nitrophenyl)-1,4-dihydropyridine-3,5-dicarboxylate was refluxed in 35 ml of an ethanol solution containing 5 ml of 10% hydrochloric acid for 6 hours. The solvent was then distilled off and the residue was crystallized from diethyl ether. Recrystallization of the crystals from a mixture of ethyl acetate and hexane gave 4.8 g (65% yield) of methyl 2-oxopropyl 2,6-dimethyl-4-(3-nitrophenyl)-1,4-dihydropyridine-3,5-dicarboxylate as yellow pri... Starting materials: C(O)([O-])=O.[Na+] (sodium hydrogencarbonate), O=C(CCN1C(C=2C(C1=O)=CC=CC2)=O)C (N-(3-oxobutyl)phthalimide), [OH-].[Na+] (sodium hydroxide), Cl.CON (O-methylhydroxylamine hydrochloride). Run in CO (methanol). Reaction conditions: time 16 hour. The product is CON=C(CCN1C(C=2C(C1=O)=CC=CC2)=O)C (N-[3-(N-methoxyimino)butyl]-phthalimide). Yield: 99.9%. As a reaction SMILES: O=[C:2]([CH3:16])[CH2:3][CH2:4][N:5]1[C:9](=[O:10])[C:8]2=[CH:11][CH:12]=[CH:13][CH:14]=[C:7]2[C:6]1=[O:15].Cl.[CH3:18][O:19][NH2:20].[OH-].[Na+].C(=O)([O-])O.[Na+]>CO>[CH3:18][O:19][N:20]=[C:2]([CH3:16])[CH2:3][CH2:4][N:5]1[C:9](=[O:10])[C:8]2=[CH:11][CH:12]=[CH:13][CH:14]=[C:7]2[C:6]1=[O:15] |f:1.2,3.4,5.6|. Procedure details: 1.08 g (5.00 mmol) of N-(3-oxobutyl)phthalimide was dissolved in 10 ml of methanol and to the solution was added 0.835 g (10.0 mmol) of O-methylhydroxylamine hydrochloride. To this suspension was added 2 ml of 5N aqueous sodium hydroxide solution, followed by being stirred at room temperature for 16 hours. The reaction mixture was poured into 100 ml of saturated aqueous sodium hydrogencarbonate solution and extracted with chloroform (30 ml×3), and the combined organic layer was dried over magnes... Reactants: CC1=C(C=C(C=C1)C)N=C=O (2,5-dimethylphenylisocyanate), ClCCl (dichloromethane), C(C)(C)NCCCN (N-isopropyl-1,3-diaminopropane), ClCCl (dichloromethane). Run at time 1 hour. Product: Cl.C(C)(C)NCCCNC(=O)NC1=C(C=CC(=C1)C)C (N-[3-(isopropylamino)propyl]-N'-(2,5-dimethylphenyl)urea, hydrochloride). Reaction SMILES: [CH3:1][C:2]1[CH:7]=[CH:6][C:5]([CH3:8])=[CH:4][C:3]=1[N:9]=[C:10]=[O:11].[CH:12]([NH:15][CH2:16][CH2:17][CH2:18][NH2:19])([CH3:14])[CH3:13].[Cl:20]CCl>>[ClH:20].[CH:12]([NH:15][CH2:16][CH2:17][CH2:18][NH:19][C:10]([NH:9][C:3]1[CH:4]=[C:5]([CH3:8])[CH:6]=[CH:7][C:2]=1[CH3:1])=[O:11])([CH3:14])[CH3:13] |f:3.4|. Procedure details: A solution of 14.7 grams of 2,5-dimethylphenylisocyanate and 50 ml. of dichloromethane was added to a stirred, cooled solution of 35 g. N-isopropyl-1,3-diaminopropane and 400 ml. of dichloromethane. The temperature was kept between -5° and 0° C. during addition. Stirring was continued at room temperature for one hour. The solution was extracted with water, then with 200 ml. of 15% hydrochloric acid (v/v). The acid extract was made basic with saturated sodium carbonate solution and extracted with... Product: C(C)OC(CCN(C)C1CCCCC1)=O (N-cyclohexyl-N-methyl β-alanine ethyl ester). The solvent is C(C)O (ethanol). As a reaction SMILES: [CH3:1][NH:2][CH:3]1[CH2:8][CH2:7][CH2:6][CH2:5][CH2:4]1.Br[CH2:10][CH2:11][C:12]([O:14][CH2:15][CH3:16])=[O:13]>C(O)C>[CH2:15]([O:14][C:12](=[O:13])[CH2:11][CH2:10][N:2]([CH:3]1[CH2:8][CH2:7][CH2:6][CH2:5][CH2:4]1)[CH3:1])[CH3:16]. Isolated yield 79.8%. Reactants: CNC1CCCCC1 (N-methylcyclohexylamine), BrCCC(=O)OCC (ethyl β-bromopropionate). Procedure: 22 g of N-methylcyclohexylamine were added to 40 mL of ethanol, 10 g of ethyl β-bromopropionate were added, and the mixture was heated and refluxed for two hours. The reaction system was concentrated under reduced pressure, the resulting residue was extracted with 200 mL of ethyl acetate, the organic layer was desiccated over anhydrous magnesium sulfate, and the product was then filtered and concentrated. The residue was purified by distillation under reduced pressure, and 9.4 g of N-cyclohexyl-... The reactants are solid, BrC1=CC(=CC=2C=C3N(C12)CCNC3=O)C#N (6-bromo-1-oxo-1,2,3,4-tetrahydro-pyrazino[1,2-a]indole-8-carbonitrile), BrC1=CC(=CC=2C=C3N(C12)CCNC3=O)C#N (6-bromo-1-oxo-1,2,3,4-tetrahydro-pyrazino[1,2-a]indole-8-carbonitrile), ClC=1C=C(C=CC1)B(O)O (3-chloro-phenylboronic acid). Product: ClC=1C=C(C=CC1)C1=CC(=CC=2C=C3N(C12)CCNC3=O)C#N (6-(3-Chlorophenyl)-1-oxo-3,4-dihydro-2H-pyrazino[1,2-a]indole-8-carbonitrile). Reaction SMILES: Br[C:2]1[C:10]2[N:9]3[CH2:11][CH2:12][NH:13][C:14](=[O:15])[C:8]3=[CH:7][C:6]=2[CH:5]=[C:4]([C:16]#[N:17])[CH:3]=1.[Cl:18][C:19]1[CH:20]=[C:21](B(O)O)[CH:22]=[CH:23][CH:24]=1>>[Cl:18][C:19]1[CH:24]=[C:23]([C:2]2[C:10]3[N:9]4[CH2:11][CH2:12][NH:13][C:14](=[O:15])[C:8]4=[CH:7][C:6]=3[CH:5]=[C:4]([C:16]#[N:17])[CH:3]=2)[CH:22]=[CH:21][CH:20]=1. Procedure: The title compound, off-white solid (73 mg, 91%), MS (ISP) m/z=322.4 [(M+H)+], mp 241.5° C., was prepared in accordance with the general method of example 1 from 6-bromo-1-oxo-1,2,3,4-tetrahydro-pyrazino[1,2-a]indole-8-carbonitrile (intermediate 15) (72.5 mg, 0.25 mmol) and commercially available 3-chloro-phenylboronic acid (50.8 mg, 0.325 mmol). Procedure: The title compound was prepared from 4-(3-(5-(2-(2,6-cis-dimethylpiperidin-1-yl)ethylcarbamoyl)-2-fluorophenyl carbamoyl)imidazo[1,2-a]pyridin-7-yl)-2-fluorobenzoic acid (step 1) and 2-amino-2-methylpropan-1-ol analogously to Example 8.1, step 2; The product is C[C@@H]1N([C@@H](CCC1)C)CCNC(=O)C=1C=CC(=C(C1)NC(=O)C1=CN=C2N1C=CC(=C2)C2=CC(=C(C=C2)C(NC(CO)(C)C)=O)F)F (N-(5-(2-(2,6-cis-Dimethylpiperidin-1-yl)ethylcarbamoyl)-2-fluorophenyl)-7-(3-fluoro-4-(1-hydroxy-2-methylpropan-2-ylcarbamoyl)phenyl)imidazo[1,2-a]pyridine-3-carboxamide). Starting materials: C[C@@H]1N([C@@H](CCC1)C)CCNC(=O)C=1C=CC(=C(C1)NC(=O)C1=CN=C2N1C=CC(=C2)C2=CC(=C(C(=O)O)C=C2)F)F (4-(3-(5-(2-(2,6-cis-Dimethylpiperidin-1-yl)ethylcarbamoyl)-2-fluorophenyl carbamoyl)imidazo[1,2-a]pyridin-7-yl)-2-fluorobenzoic Acid), NC(CO)(C)C (2-amino-2-methylpropan-1-ol). Reaction SMILES: [CH3:1][C@H:2]1[CH2:7][CH2:6][CH2:5][C@@H:4]([CH3:8])[N:3]1[CH2:9][CH2:10][NH:11][C:12]([C:14]1[CH:15]=[CH:16][C:17]([F:42])=[C:18]([NH:20][C:21]([C:23]2[N:27]3[CH:28]=[CH:29][C:30]([C:32]4[CH:40]=[CH:39][C:35]([C:36](O)=[O:37])=[C:34]([F:41])[CH:33]=4)=[CH:31][C:26]3=[N:25][CH:24]=2)=[O:22])[CH:19]=1)=[O:13].[NH2:43][C:44]([CH3:48])([CH3:47])[CH2:45][OH:46]>>[CH3:1][C@H:2]1[CH2:7][CH2:6][CH2:5][C@@H:4]([CH3:8])[N:3]1[CH2:9][CH2:10][NH:11][C:12]([C:14]1[CH:15]=[CH:16][C:17]([F:42])=[C:18]([NH:20][C:21]([C:23]2[N:27]3[CH:28]=[CH:29][C:30]([C:32]4[CH:40]=[CH:39][C:35]([C:36](=[O:37])[NH:43][C:44]([CH3:48])([CH3:47])[CH2:45][OH:46])=[C:34]([F:41])[CH:33]=4)=[CH:31][C:26]3=[N:25][CH:24]=2)=[O:22])[CH:19]=1)=[O:13]. Reactants: COc1ccc(CCC2(C3CCCC3)CC(=O)CC(=O)O2)c(OC)c1, O=C1CC(=O)OC(CCc2ccccc2)(C2CCCC2)C1, COc1cccc(C=O)c1, O=Cc1ccccc1. The product is COc1cccc(CC2C(=O)CC(CCc3ccc(OC)cc3OC)(C3CCCC3)OC2=O)c1. RXN SMILES: [CH:1]1([C:6]2([CH2:14][CH2:15][c:16]3[c:17]([O:24][CH3:25])[cH:18][c:19]([O:22][CH3:23])[cH:20][cH:21]3)[CH2:7][C:8](=[O:13])[CH2:9][C:10](=[O:12])[O:11]2)[CH2:2][CH2:3][CH2:4][CH2:5]1.[CH:26]1([C:27]2([CH2:28][CH2:29][c:30]3[cH:31][cH:32][cH:33][cH:34][cH:35]3)[O:36][C:37](=[O:38])[CH2:39][C:40](=[O:41])[CH2:42]2)[CH2:43][CH2:44][CH2:45][CH2:46]1.[CH:47]([c:48]1[cH:49][c:50]([O:54][CH3:55])[cH:51][cH:52][cH:53]1)=[O:56].[CH:57]([c:58]1[cH:59][cH:60][cH:61][cH:62][cH:63]1)=[O:64]>>[CH:1]1([C:6]2([CH2:14][CH2:15][c:16]3[c:17]([O:24][CH3:25])[cH:18][c:19]([O:22][CH3:23])[cH:20][cH:21]3)[CH2:7][C:8](=[O:13])[CH:9]([CH2:47][c:48]3[cH:49][c:50]([O:54][CH3:55])[cH:51][cH:52][cH:53]3)[C:10](=[O:12])[O:11]2)[CH2:2][CH2:3][CH2:4][CH2:5]1.